Dataset: the Open Reaction Database (ORD), a public repository of structured organic reaction records. Task: describe an organic reaction: reactants, conditions, products, and yield Reactants: Cl (Hydrogen chloride), bischlorocarbonic acid ester, C(=C)(C)C1=CC=C(C=C1)O (p-isopropenylphenol), ( a ). Solvent: C1(=CC=CC=C1)C (toluene), C1(=CC=CC=C1)O (phenol). Product: OC1=CC=C(C=C1)C(C)(CC(C)(C)C1=CC=C(C=C1)O)C1=CC=C(C=C1)O (2,2,4-Tri-(4'-hydroxyphenyl)-4-methyl-pentane). As a reaction SMILES: Cl.[C:2]([C:5]1[CH:10]=[CH:9][C:8]([OH:11])=[CH:7][CH:6]=1)([CH3:4])=[CH2:3]>C1(C)C=CC=CC=1.C1(O)C=CC=CC=1>[OH:11][C:8]1[CH:9]=[CH:10][C:5]([C:2]([C:5]2[CH:10]=[CH:9][C:8]([OH:11])=[CH:7][CH:6]=2)([CH2:4][C:2]([C:5]2[CH:10]=[CH:9][C:8]([OH:11])=[CH:7][CH:6]=2)([CH3:4])[CH3:3])[CH3:3])=[CH:6][CH:7]=1. Procedure details: Hydrogen chloride is introduced for 6 hours at 0° C into a solution of 78.6 g (0.2 mol) of the bischlorocarbonic acid ester of dimeric p-isopropenylphenol prepared according to (a) in 180 ml of toluene and 150 g of phenol. The solvent and excess phenol are removed at reduced pressure and the reaction product is dissolved in 400 ml of methanol, and 200 ml of concentrated sodium hydroxide solution are added dropwise. The reaction mixture is then diluted with an equal quantity of water and heated t... Reactants: N#N.C(C)(C)(C)OC(=O)N[C@H](CCSC)C(=O)N(CCCC1=CC=CC=C1)C (N2 (tert-butyloxycarbonyl)-N-methyl-N-(3-phenylpropyl)-D-methioninamide), CCOCC (Ether). Solvent: C(C)(=O)OCC.Cl (hydrogen chloride-ethyl acetate). Product: CN(C([C@H](N)CCSC)=O)CCCC1=CC=CC=C1 (N-methyl-N-(3-phenylpropyl)-D-methioninamide). The yield is 112.3%. As a reaction SMILES: N#N.C(OC([NH:10][C@@H:11]([C:16]([N:18]([CH3:28])[CH2:19][CH2:20][CH2:21][C:22]1[CH:27]=[CH:26][CH:25]=[CH:24][CH:23]=1)=[O:17])[CH2:12][CH2:13][S:14][CH3:15])=O)(C)(C)C.CCOCC>C(OCC)(=O)C.Cl>[CH3:28][N:18]([CH2:19][CH2:20][CH2:21][C:22]1[CH:23]=[CH:24][CH:25]=[CH:26][CH:27]=1)[C:16](=[O:17])[C@@H:11]([CH2:12][CH2:13][S:14][CH3:15])[NH2:10] |f:0.1,3.4|. Procedure: A solution of N2 -(tert-butyloxycarbonyl)-N-methyl-N-(3-phenylpropyl)-D-methioninamide (4.06 g.) in hydrogen chloride-ethyl acetate (3.9 N, 20 ml.) was stirred at room temperature for 40 minutes. Ether (100 ml.) was added, precipitating an oil, and the mixture was stripped of volatiles under vacuum, affording N-methyl-N-(3-phenylpropyl)-D-methioninamide (3.13 g.).